Dataset: the Open Reaction Database (ORD), a public repository of structured organic reaction records. Task: describe an organic reaction: reactants, conditions, products, and yield Starting materials: CO (methanol), ClC1=CC(=C(C=C1OC(=O)OC)N1C(N2C(=CCCC2)C1=O)=O)F (2-(4-chloro-2-fluoro-5-methoxycarbonyloxyphenyl)-5,6-dihydroimidazo [1,5-a] pyridine-1,3[2H, 7H]-dione), C([O-])([O-])=O.[K+].[K+] (potassium carbonate), Cl (hydrochloric acid). Solvent: C(C)OCC (Diethyl ether). The product is ClC1=CC(=C(C=C1O)N1C(N2C(=CCCC2)C1=O)=O)F (2-(4-chloro-2-fluoro-5-hydroxyphenyl)-5,6-dihydroimidazo [1,5-a] pyridine-1,3[2H, 7H]-dione). Isolated yield 35.6%. Reaction SMILES: CO.[Cl:3][C:4]1[C:9]([O:10]C(OC)=O)=[CH:8][C:7]([N:15]2[C:23](=[O:24])[C:18]3=[CH:19][CH2:20][CH2:21][CH2:22][N:17]3[C:16]2=[O:25])=[C:6]([F:26])[CH:5]=1.C(=O)([O-])[O-].[K+].[K+].Cl>C(OCC)C>[Cl:3][C:4]1[C:9]([OH:10])=[CH:8][C:7]([N:15]2[C:23](=[O:24])[C:18]3=[CH:19][CH2:20][CH2:21][CH2:22][N:17]3[C:16]2=[O:25])=[C:6]([F:26])[CH:5]=1 |f:2.3.4|. Procedure details: A methanol (40 mL) solution of 2-(4-chloro-2-fluoro-5-methoxycarbonyloxyphenyl)-5,6-dihydroimidazo [1,5-a] pyridine-1,3[2H, 7H]-dione (3.13 g, 8.8 mmol) and potassium carbonate (1.22 g, 8.8 mmol) was stirred at 50°-60° C. for 8 hours. Diethyl ether (20 mL) and 1N hydrochloric acid (30 mL) were added to the resulting mixture, and the organic layer was separated and then the aqueous layer was extracted with diethyl ether (20 mL×2 times). The organic layer combined was washed with a saturated sodiu... Starting materials: C([O-])([O-])=O.[K+].[K+] (potassium carbonate), BrC1=C2N(N=C1C1=NC=CC=C1)CCC2 (3-bromo-2-(pyridin-2-yl)-5,6-dihydro-4H-pyrrolo[1,2-b]pyrazole), C1CCOC1 (THF), S1C(=CC=C1)B(O)O (thiophene-2-boronic acid). The reagents and catalysts are [Pd].[Pd].C(C1=CC=CC=C1)=CC(=O)C=CC1=CC=CC=C1.C(C1=CC=CC=C1)=CC(=O)C=CC1=CC=CC=C1.C(C1=CC=CC=C1)=CC(=O)C=CC1=CC=CC=C1 (tris(dibenzylideneacetone) dipalladium(0)), C=1C=CC(=CC1)/C=C/C(=O)/C=C/C2=CC=CC=C2.C=1C=CC(=CC1)/C=C/C(=O)/C=C/C2=CC=CC=C2.C=1C=CC(=CC1)/C=C/C(=O)/C=C/C2=CC=CC=C2.[Pd].[Pd] (tris(dibenzylideneacetone)dipalladium(0)), [Pd].C1(=CC=CC=C1)P(CCP(C1=CC=CC=C1)C1=CC=CC=C1)C1=CC=CC=C1.C1(=CC=CC=C1)P(CCP(C1=CC=CC=C1)C1=CC=CC=C1)C1=CC=CC=C1 (bis(1,2-bis(diphenylphosphino)ethane) palladium(0)). Solvent: CN(C)C=O (DMF). Run at time 20 minute. The product is N1=C(C=CC=C1)C=1C(=C2N(N1)CCC2)C=2SC=CC2 (2-(Pyridin-2-yl)-3-(thiophen-2-yl)-5,6-dihydro-4H-pyrrolo[1,2-b]pyrazole). Isolated yield 5.1%. Reaction SMILES: Br[C:2]1[C:6]([C:7]2[CH:12]=[CH:11][CH:10]=[CH:9][N:8]=2)=[N:5][N:4]2[CH2:13][CH2:14][CH2:15][C:3]=12.C1COCC1.[S:21]1[CH:25]=[CH:24][CH:23]=[C:22]1B(O)O.C(=O)([O-])[O-].[K+].[K+]>CN(C=O)C.C1C=CC(/C=C/C(/C=C/C2C=CC=CC=2)=O)=CC=1.C1C=CC(/C=C/C(/C=C/C2C=CC=CC=2)=O)=CC=1.C1C=CC(/C=C/C(/C=C/C2C=CC=CC=2)=O)=CC=1.[Pd].[Pd].[Pd].C1(P(C2C=CC=CC=2)CCP(C2C=CC=CC=2)C2C=CC=CC=2)C=CC=CC=1.C1(P(C2C=CC=CC=2)CCP(C2C=CC=CC=2)C2C=CC=CC=2)C=CC=CC=1.[Pd].[Pd].C(=CC(C=CC1C=CC=CC=1)=O)C1C=CC=CC=1.C(=CC(C=CC1C=CC=CC=1)=O)C1C=CC=CC=1.C(=CC(C=CC1C=CC=CC=1)=O)C1C=CC=CC=1>[N:8]1[CH:9]=[CH:10][CH:11]=[CH:12][C:7]=1[C:6]1[C:2]([C:22]2[S:21][CH:25]=[CH:24][CH:23]=2)=[C:3]2[CH2:15][CH2:14][CH2:13][N:4]2[N:5]=1 |f:3.4.5,7.8.9.10.11,12.13.14,15.16.17.18.19|. Procedure details: Add 3-bromo-2-(pyridin-2-yl)-5,6-dihydro-4H-pyrrolo[1,2-b]pyrazole (Preparation 4, 250 mg, 0.95 mmol) and anhydrous THF (2.5 mL) to a round bottom flask under nitrogen atmosphere. Purge the reaction flask with nitrogen for 10 min. Add tris(dibenzylideneacetone)dipalladium(0) (87 mg, 0.095 mmol) and bis(1,2-bis(diphenylphosphino)ethane) palladium(0) (86 mg, 0.095 mmol) to the reaction flask, purge with nitrogen for 2 min, and then stir at room temperature for 20 min. Add thiophene-2-boronic acid ... Reactants: CC(=O)O, CC(=O)O[BH-](OC(C)=O)OC(C)=O, CCc1nc2ccccc2n1-c1nc(N2CCOCC2)c2nc(C3(O)CNC3)n(C)c2n1, ClCCl, [Na+], O=C1CCOCC1. Yields the product CCc1nc2ccccc2n1-c1nc(N2CCOCC2)c2nc(C3(O)CN(C4CCOCC4)C3)n(C)c2n1. RXN SMILES: [C:40]([OH:41])(=[O:42])[CH3:43].[C:44]([O:45][BH-:46]([O:47][C:48](=[O:49])[CH3:50])[O:51][C:52](=[O:53])[CH3:54])(=[O:55])[CH3:56].[CH2:1]([CH3:2])[c:3]1[n:4][c:5]2[c:6]([n:7]1-[c:8]1[n:9][c:10]([N:23]3[CH2:24][CH2:25][O:26][CH2:27][CH2:28]3)[c:11]3[n:12][c:13]([C:18]4([OH:22])[CH2:19][NH:20][CH2:21]4)[n:14]([CH3:17])[c:15]3[n:16]1)[cH:29][cH:30][cH:31][cH:32]2.[Cl:58][CH2:59][Cl:60].[Na+:57].[O:33]1[CH2:34][CH2:35][C:36](=[O:39])[CH2:37][CH2:38]1>>[CH2:1]([CH3:2])[c:3]1[n:4][c:5]2[c:6]([n:7]1-[c:8]1[n:9][c:10]([N:23]3[CH2:24][CH2:25][O:26][CH2:27][CH2:28]3)[c:11]3[n:12][c:13]([C:18]4([OH:22])[CH2:19][N:20]([CH:36]5[CH2:35][CH2:34][O:33][CH2:38][CH2:37]5)[CH2:21]4)[n:14]([CH3:17])[c:15]3[n:16]1)[cH:29][cH:30][cH:31][cH:32]2. Reactants: C(C1=CC=CC=C1)OC(=O)N[C@@H](C)C(=O)N1CC2(SCCS2)C[C@H]1C(=O)OC (7-[N-benzyloxycarbonyl-(S)-alanyl]-1,4-dithia-7-azaspiro[4.4]nonane-8(S)-carboxylic acid, methyl ester), [OH-].[Na+] (sodium hydroxide). The solvent is CO (methanol). The product is C(C1=CC=CC=C1)OC(=O)N[C@@H](C)C(=O)N1CC2(SCCS2)C[C@H]1C(=O)O (7-[N-benzyloxycarbonyl-(S) -alanyl]-1,4-dithia-7-azaspiro-[4.4]nonane-8(S)-carboxylic acid). RXN SMILES: [CH2:1]([O:8][C:9]([NH:11][C@H:12]([C:14]([N:16]1[C@H:24]([C:25]([O:27]C)=[O:26])[CH2:23][C:18]2([S:22][CH2:21][CH2:20][S:19]2)[CH2:17]1)=[O:15])[CH3:13])=[O:10])[C:2]1[CH:7]=[CH:6][CH:5]=[CH:4][CH:3]=1.[OH-].[Na+]>CO>[CH2:1]([O:8][C:9]([NH:11][C@H:12]([C:14]([N:16]1[C@H:24]([C:25]([OH:27])=[O:26])[CH2:23][C:18]2([S:19][CH2:20][CH2:21][S:22]2)[CH2:17]1)=[O:15])[CH3:13])=[O:10])[C:2]1[CH:7]=[CH:6][CH:5]=[CH:4][CH:3]=1 |f:1.2|. Reported procedure: Dissolve 1.05 g of 7-[N-benzyloxycarbonyl-(S)-alanyl]-1,4-dithia-7-azaspiro[4.4]nonane-8(S)-carboxylic acid, methyl ester in 100 ml of methanol. Add 10 ml of 2.5N sodium hydroxide and stir the mixture at room temperature for sixteen hours. Concentrate the mixture under nitrogen, dissolve the oil in 0.1N sodium hydroxide and dilute with ice water. Extract the aqueous solution with ethyl acetate. Acidify the aqueous solution with concentrated hydrochloric acid and then extract with ethyl acetate. ... Starting materials: ClCCl, CC(C)OC(=O)N=NC(=O)OC(C)C, COc1cc2c(Oc3ccc4[nH]c(C)cc4c3)ncnc2cc1O, OCCOc1ccncc1, c1ccc(P(c2ccccc2)c2ccccc2)cc1. Product: COc1cc2c(Oc3ccc4[nH]c(C)cc4c3)ncnc2cc1OCCOc1ccncc1. Reaction SMILES: [CH2:68]([Cl:69])[Cl:70].[O:54]=[C:55]([O:56][CH:57]([CH3:58])[CH3:59])[N:60]=[N:61][C:62]([O:63][CH:64]([CH3:65])[CH3:66])=[O:67].[OH:1][c:2]1[c:3]([O:23][CH3:24])[cH:4][c:5]2[c:6]([O:12][c:13]3[cH:14][c:15]4[cH:16][c:17]([CH3:22])[nH:18][c:19]4[cH:20][cH:21]3)[n:7][cH:8][n:9][c:10]2[cH:11]1.[OH:25][CH2:26][CH2:27][O:28][c:29]1[cH:30][cH:31][n:32][cH:33][cH:34]1.[c:35]1([P:36]([c:37]2[cH:38][cH:39][cH:40][cH:41][cH:42]2)[c:43]2[cH:44][cH:45][cH:46][cH:47][cH:48]2)[cH:49][cH:50][cH:51][cH:52][cH:53]1>>[O:1]([c:2]1[c:3]([O:23][CH3:24])[cH:4][c:5]2[c:6]([O:12][c:13]3[cH:14][c:15]4[cH:16][c:17]([CH3:22])[nH:18][c:19]4[cH:20][cH:21]3)[n:7][cH:8][n:9][c:10]2[cH:11]1)[CH2:26][CH2:27][O:28][c:29]1[cH:30][cH:31][n:32][cH:33][cH:34]1. Starting materials: ClC(CCCCC)O (Chlorohexanol), C(CCCCCC)S (heptyl mercaptan), [H-].[Na+] (sodium hydride). Solvent: O1CCCC1 (THF), O1CCCC1 (tetrahydrofuran), O1CCCC1 (THF). Reaction conditions: time 1 hour. The product is C(CCCCCSCCCCCCC)O (7-thiatetradecan-1-ol). Isolated yield 82.1%. RXN SMILES: [CH2:1]([SH:8])[CH2:2][CH2:3][CH2:4][CH2:5][CH2:6][CH3:7].[H-].[Na+].Cl[CH:12]([OH:18])[CH2:13][CH2:14][CH2:15][CH2:16][CH3:17]>O1CCCC1>[CH2:12]([OH:18])[CH2:13][CH2:14][CH2:15][CH2:16][CH2:17][S:8][CH2:1][CH2:2][CH2:3][CH2:4][CH2:5][CH2:6][CH3:7] |f:1.2|. Procedure details: A solution of heptyl mercaptan (13.23 g, 0.105 mol) in tetrahydrofuran (THF) was added to a vigorously stirred suspension of sodium hydride (2.6 g, 0.105 mol) in THF (170 mL) over 45 minutes. The mixture was stirred under argon at room temperature for one hour. Chlorohexanol (13.44 g, 0.1 mol) in THF was added to the vigorously stirred mixture over a period of 30-45 minutes. The mixture was then stirred under argon at room temperature for 24 hours. Reaction completion was then checked by thin la... Starting materials: C(C)(C)(C)OC(NC1CCN(CC1)C(C(C1=CC=CC=C1)N1C(N(C2=C1C=C(C=C2)C#N)S(=O)(=O)C2=CC=C(C=C2)OC)=O)=O)=O ((1-{2-[6-cyano-3-(4-methoxy-benzenesulfonyl)-2-oxo-2,3-dihydro-benzoimidazol-1-yl]-2-phenyl-acetyl}-piperidin-4-yl)-carbamic acid tert-butyl ester), FC(C(=O)O)(F)F (trifluoroacetic acid). Run in C(Cl)Cl (CH2Cl2). Conditions: time 2 hour. Yields the product NC1CCN(CC1)C(C(C1=CC=CC=C1)N1C(N(C2=C1C=C(C=C2)C#N)S(=O)(=O)C2=CC=C(C=C2)OC)=O)=O (3-[2-(4-amino-piperidin-1-yl)-2-oxo-1-phenyl-ethyl]-1-(4-methoxy-benzenesulfonyl)-2-oxo-2,3-dihydro-1H-benzoimidazole-5-carbonitrile). The yield is 84.1%. As a reaction SMILES: C(OC(=O)[NH:7][CH:8]1[CH2:13][CH2:12][N:11]([C:14](=[O:45])[CH:15]([N:22]2[C:26]3[CH:27]=[C:28]([C:31]#[N:32])[CH:29]=[CH:30][C:25]=3[N:24]([S:33]([C:36]3[CH:41]=[CH:40][C:39]([O:42][CH3:43])=[CH:38][CH:37]=3)(=[O:35])=[O:34])[C:23]2=[O:44])[C:16]2[CH:21]=[CH:20][CH:19]=[CH:18][CH:17]=2)[CH2:10][CH2:9]1)(C)(C)C.FC(F)(F)C(O)=O>C(Cl)Cl>[NH2:7][CH:8]1[CH2:9][CH2:10][N:11]([C:14](=[O:45])[CH:15]([N:22]2[C:26]3[CH:27]=[C:28]([C:31]#[N:32])[CH:29]=[CH:30][C:25]=3[N:24]([S:33]([C:36]3[CH:37]=[CH:38][C:39]([O:42][CH3:43])=[CH:40][CH:41]=3)(=[O:34])=[O:35])[C:23]2=[O:44])[C:16]2[CH:21]=[CH:20][CH:19]=[CH:18][CH:17]=2)[CH2:12][CH2:13]1. Procedure details: A solution of (1-{2-[6-cyano-3-(4-methoxy-benzenesulfonyl)-2-oxo-2,3-dihydro-benzoimidazol-1-yl]-2-phenyl-acetyl}-piperidin-4-yl)-carbamic acid tert-butyl ester (254 mg, 0.39 mmol) in CH2Cl2 (5 mL) was treated with trifluoroacetic acid (5 mL). The reaction mixture was stirred at room temperature for 2 hours, concentrated in vacuo and co-evaporated the solvent with toluene (3×). The residue was dissolved in CH2Cl2 (30 mL) and treated with solid K2CO3. The reaction mixture was stirred at room temp... Reactants: 26.1, C1(CCCCC1)N=C=NC1CCCCC1 (dicyclohexyl carbodiimide), C(=O)O (formic acid). Solvent: C(Cl)Cl (methylene chloride). Yields the product C1(CCCCC1)NC(NC1CCCCC1)=O (dicyclohexyl urea). RXN SMILES: C(O)=[O:2].[CH:4]1([N:10]=[C:11]=[N:12][CH:13]2[CH2:18][CH2:17][CH2:16][CH2:15][CH2:14]2)[CH2:9][CH2:8][CH2:7][CH2:6][CH2:5]1>C(Cl)Cl>[CH:13]1([NH:12][C:11](=[O:2])[NH:10][CH:4]2[CH2:5][CH2:6][CH2:7][CH2:8][CH2:9]2)[CH2:18][CH2:17][CH2:16][CH2:15][CH2:14]1. Reported procedure: In this example, 11.7 g (0.2534 mole) of formic acid was added to a stirred slurry containing 26.1 (0.1267 mole) of dicyclohexyl carbodiimide in 300 ml of methylene chloride at about -10° C. A precipitate of dicyclohexyl urea formed. The mixture was then stirred at 0° to 3° C. for 20 minutes and then a solution containing 24.6 g (0.0756 mole) of N-(2-[4-(4-trifluoromethylphenoxy)-phenoxy]propyl)-N-methylformamide and 0.1267 mole of 4-dimethylaminopyridine in 125 ml of methylene chloride was slow... The reactants are S1C=C(C=C1)C(=O)C=1N=CN(C1)C(C1=CC=CC=C1)(C1=CC=CC=C1)C1=CC=CC=C1 (thiophen-3-yl-(1-tritylimidazol-4-yl)methanone), C1CCOC1 (THF), BrCCC1OCCO1 (2-(2-Bromoethyl)-1,3-dioxolane), Mg, C1CCOC1 (THF). Solvent: CCOC(=O)C (EtOAc). Run at temperature 30 celsius. Yields the product O1C(OCCC1)CCC(O)(C1=CSC=C1)C=1N=CN(C1)C(C1=CC=CC=C1)(C1=CC=CC=C1)C1=CC=CC=C1 (3-(1,3-dioxan-2-yl)-1-(1-tritylimidazol-4-yl)-1-(thiophen-3-yl)-propan-1-ol), crystals. Yield: 90.0%. As a reaction SMILES: Br[CH2:2][CH2:3][CH:4]1[O:8][CH2:7][CH2:6][O:5]1.[S:9]1[CH:13]=[CH:12][C:11]([C:14]([C:16]2[N:17]=[CH:18][N:19]([C:21]([C:34]3[CH:39]=[CH:38][CH:37]=[CH:36][CH:35]=3)([C:28]3[CH:33]=[CH:32][CH:31]=[CH:30][CH:29]=3)[C:22]3[CH:27]=[CH:26][CH:25]=[CH:24][CH:23]=3)[CH:20]=2)=[O:15])=[CH:10]1.[CH2:40]1COCC1>CCOC(C)=O>[O:8]1[CH2:7][CH2:6][CH2:40][O:5][CH:4]1[CH2:3][CH2:2][C:14]([C:16]1[N:17]=[CH:18][N:19]([C:21]([C:22]2[CH:27]=[CH:26][CH:25]=[CH:24][CH:23]=2)([C:34]2[CH:39]=[CH:38][CH:37]=[CH:36][CH:35]=2)[C:28]2[CH:29]=[CH:30][CH:31]=[CH:32][CH:33]=2)[CH:20]=1)([C:11]1[CH:12]=[CH:13][S:9][CH:10]=1)[OH:15]. Reported procedure: 2-(2-Bromoethyl)-1,3-dioxolane (2.9 mL, 25 mmol) was added to Mg (0.7 g, 29 mmol) and THF (50 mL) and heated to 30° C. for 1.5 h under nitrogen atmosphere. A solution of thiophen-3-yl-(1-tritylimidazol-4-yl)methanone (4.69 g, 11.2 mmol) in THF (15 mL) was added slowly and the reaction was heated for 18 h at 30° C. The reaction was diluted with EtOAc, washed with NH4Cl (sat'd), water, and brine. The organic layer was dried with MgSO4, filtered and the solvent was evaporated in vacuo to yield 3-(1... Starting materials: C[Si](C)(C)CCOCn1cc(Br)c2c([N+](=O)[O-])ccnc21, O=C([O-])[O-], CB1OB(C)OB(C)O1, [K+], [K+], CN(C)C=O. The product is Cc1cn(COCC[Si](C)(C)C)c2nccc([N+](=O)[O-])c12. Reaction SMILES: [Br:1][c:2]1[cH:3][n:4]([CH2:14][O:15][CH2:16][CH2:17][Si:18]([CH3:19])([CH3:20])[CH3:21])[c:5]2[n:6][cH:7][cH:8][c:9]([N+:11](=[O:12])[O-:13])[c:10]12.[C:31](=[O:32])([O-:33])[O-:34].[CH3:22][B:23]1[O:24][B:25]([CH3:26])[O:27][B:28]([CH3:29])[O:30]1.[K+:35].[K+:36].[O:37]=[CH:38][N:39]([CH3:40])[CH3:41]>>[c:2]1([CH3:22])[cH:3][n:4]([CH2:14][O:15][CH2:16][CH2:17][Si:18]([CH3:19])([CH3:20])[CH3:21])[c:5]2[n:6][cH:7][cH:8][c:9]([N+:11](=[O:12])[O-:13])[c:10]12.